From a dataset of the Open Reaction Database (ORD), a public repository of structured organic reaction records. describe an organic reaction: reactants, conditions, products, and yield The reactants are Cl (hydrochloric acid), CN(CCC1=CC=CC=C1)C1CCN(CC1)CC1=CC=CC=C1 (4-[N-methyl-N-(2-phenylethyl)amino]-1-benzylpiperidine), [H][H] (hydrogen). The reagents and catalysts are [C].[Pd] (palladium-carbon). Run in C(C)O (ethanol), O (water). Yields the product CN(CCC1=CC=CC=C1)C1CCNCC1 (4-[N-methyl-N-(2-phenylethyl)amino]piperidine). Isolated yield 70.1%. As a reaction SMILES: Cl.[CH3:2][N:3]([CH:12]1[CH2:17][CH2:16][N:15](CC2C=CC=CC=2)[CH2:14][CH2:13]1)[CH2:4][CH2:5][C:6]1[CH:11]=[CH:10][CH:9]=[CH:8][CH:7]=1.[H][H]>C(O)C.O.[C].[Pd]>[CH3:2][N:3]([CH:12]1[CH2:13][CH2:14][NH:15][CH2:16][CH2:17]1)[CH2:4][CH2:5][C:6]1[CH:11]=[CH:10][CH:9]=[CH:8][CH:7]=1 |f:5.6|. Reported procedure: 60 ml of concentrated hydrochloric acid and 13.3 g of 10% palladium-carbon were added to a solution of 266 g of 4-[N-methyl-N-(2-phenylethyl)amino]-1-benzylpiperidine in 1 liter of ethanol and 500 ml of water. The mixture was stirred at a hydrogen pressure of 1 atm. at 60° C. for 5 hours. 10% palladium-carbon was removed by filtration and then washed with ethanol. The filtrate and the washings were combined and concentrated under reduced pressure. The residue was added to ice water. The mixture ... Starting materials: Cl (HCl), CC(=O)O (HOAc), 76b, C(C)OC(CC1=CS(C2=C(N1C)C=CC=C2)(=O)=O)=O ((4-methyl-1,1-dioxo-1,4-dihydro-1λ6-benzo[1,4]thiazin-3-yl)-acetic acid ethyl ester), [H-].[Na+] (NaH), N#N (N2), 76b. The solvent is C1CCOC1 (THF). Reaction conditions: temperature 80 celsius. Yields the product O=S1(C=C(NC2=C1C=CC=C2)C=2C(NC(=C(C2O)C2=CC=CC=C2)C)=O)=O (3-(1,1-Dioxo-1,4-dihydro-1λ6-benzo[1,4]thiazin-3-yl)-4-hydroxy-6-methyl-5-phenyl-1H-pyridin-2-one). As a reaction SMILES: C(O[C:4](=[O:19])[CH2:5][C:6]1[N:11](C)[C:10]2[CH:13]=[CH:14][CH:15]=[CH:16][C:9]=2[S:8](=[O:18])(=[O:17])[CH:7]=1)C.[H-].[Na+].N#N.Cl.[CH3:25][C:26]([OH:28])=O>C1COCC1>[O:18]=[S:8]1(=[O:17])[C:9]2[CH:16]=[CH:15][CH:14]=[CH:13][C:10]=2[NH:11][C:6]([C:5]2[C:4](=[O:19])[NH:11][C:6]([CH3:5])=[C:25]([C:9]3[CH:16]=[CH:15][CH:14]=[CH:13][CH:10]=3)[C:26]=2[OH:28])=[CH:7]1 |f:1.2|. Procedure: step 3—To a solution of 76b (91 mg, 0.33 mmol), 4 (89 mg, 0.33 mmol) and THF (3.5 mL) was added in one portion NaH (26 mg, 0.66 mmol) was then added in one portion. After the evolution of N2 subsided the flask was fitted with a reflux condenser, and heated to 80° C. under a N2 atmosphere. The reaction was subsequently monitored by LCMS. When 76b was not longer detectable by hplc the reaction was cooled to RT and glacial HOAc (500 μL) and 1 N HCl (5.0 mL) were added sequentially. The aqueous phas... Yields the product COC(=O)C(C)c1ccc(NC(N)=O)cc1. Reaction SMILES: [CH3:14][c:15]1[cH:16][cH:17][cH:18][cH:19][cH:20]1.[NH2:1][c:2]1[cH:3][cH:4][c:5]([CH:8]([C:9](=[O:10])[O:11][CH3:12])[CH3:13])[cH:6][cH:7]1.[Na:21][O:22][C:23]#[N:24]>>[NH:1]([c:2]1[cH:3][cH:4][c:5]([CH:8]([C:9](=[O:10])[O:11][CH3:12])[CH3:13])[cH:6][cH:7]1)[C:23](=[O:22])[NH2:24]. The reactants are Cc1ccccc1, COC(=O)C(C)c1ccc(N)cc1, N#CO[Na]. Starting materials: [Br-], COC(=O)c1ccnc(Cl)c1, Cl, Fc1cc(C[Zn+])ccc1C(F)(F)F, C1CCOC1, c1ccc(P(c2ccccc2)(c2ccccc2)[Pd](P(c2ccccc2)(c2ccccc2)c2ccccc2)(P(c2ccccc2)(c2ccccc2)c2ccccc2)P(c2ccccc2)(c2ccccc2)c2ccccc2)cc1. The product is COC(=O)c1ccnc(Cc2ccc(C(F)(F)F)c(F)c2)c1. Reaction SMILES: [Br-:12].[Cl:1][c:2]1[cH:3][c:4]([C:5](=[O:6])[O:7][CH3:8])[cH:9][cH:10][n:11]1.[ClH:26].[F:13][c:14]1[cH:15][c:16]([CH2:17][Zn+:18])[cH:19][cH:20][c:21]1[C:22]([F:23])([F:24])[F:25].[O:27]1[CH2:28][CH2:29][CH2:30][CH2:31]1.[cH:32]1[cH:33][cH:34][c:35]([P:36]([Pd:37]([P:38]([c:39]2[cH:40][cH:41][cH:42][cH:43][cH:44]2)([c:45]2[cH:46][cH:47][cH:48][cH:49][cH:50]2)[c:51]2[cH:52][cH:53][cH:54][cH:55][cH:56]2)([P:57]([c:58]2[cH:59][cH:60][cH:61][cH:62][cH:63]2)([c:64]2[cH:65][cH:66][cH:67][cH:68][cH:69]2)[c:70]2[cH:71][cH:72][cH:73][cH:74][cH:75]2)[P:76]([c:77]2[cH:78][cH:79][cH:80][cH:81][cH:82]2)([c:83]2[cH:84][cH:85][cH:86][cH:87][cH:88]2)[c:89]2[cH:90][cH:91][cH:92][cH:93][cH:94]2)([c:95]2[cH:96][cH:97][cH:98][cH:99][cH:100]2)[c:101]2[cH:102][cH:103][cH:104][cH:105][cH:106]2)[cH:107][cH:108]1>>[c:2]1([CH2:17][c:16]2[cH:15][c:14]([F:13])[c:21]([C:22]([F:23])([F:24])[F:25])[cH:20][cH:19]2)[cH:3][c:4]([C:5](=[O:6])[O:7][CH3:8])[cH:9][cH:10][n:11]1. The reactants are ClC1=CC=C(C=C1)C1=CC=C(C=O)O1 (5-(4-Chlorophenyl)furfural), NCC(C)O (1-amino-2-propanol), [BH4-].[Na+] (sodium borohydride). Solvent: CO (methanol). Conditions: time 8 hour. The product is Cl.ClC1=CC=C(C=C1)C1=CC=C(CNCC(C)O)O1 (1-[5-(4-chlorophenyl)furfurylamino]-2-propanol hydrochloride). Isolated yield 99.3%. As a reaction SMILES: [Cl:1][C:2]1[CH:7]=[CH:6][C:5]([C:8]2[O:14][C:11]([CH:12]=O)=[CH:10][CH:9]=2)=[CH:4][CH:3]=1.[NH2:15][CH2:16][CH:17]([OH:19])[CH3:18].[BH4-].[Na+]>CO>[ClH:1].[Cl:1][C:2]1[CH:3]=[CH:4][C:5]([C:8]2[O:14][C:11]([CH2:12][NH:15][CH2:16][CH:17]([OH:19])[CH3:18])=[CH:10][CH:9]=2)=[CH:6][CH:7]=1 |f:2.3,5.6|. Reported procedure: 5-(4-Chlorophenyl)furfural (42 g, 0.20 mole) was added in portions to a solution of 15 g (0.20 mole) of 1-amino-2-propanol in 200 ml of methanol with stirring at room temperature. The mixture was stirred for 0.5 hr., heated under reflux for 1.5 hr., and allowed to stand overnight. To this solution 7.6 g (0.20 mole) of sodium borohydride was added in portions over 1 hr. at 15°-20°. The solution was stirred at ambient temperature for 1 hr. and heated under reflux for 0.5 hr. The solvent was remove... Reactants: BrC=1C=C2C=NN=C(C2=CC1)N1C2CN(C(C1)C2)C(=O)OC(C)(C)C (tert-butyl 5-(6-bromophthalazin-1-yl)-2,5-diaza-bicyclo[2.2.1]heptane-2-carboxylate), C1(CC1)NC(C1=CC(=C(C=C1)C)B1OC(C(O1)(C)C)(C)C)=O (N-cyclopropyl-4-methyl-3-(4,4,5,5-tetramethyl-1,3,2-dioxaborolan-2-yl)benzamide), C([O-])([O-])=O.[K+].[K+] (potassium carbonate). Reagents/catalysts: C=1C=CC(=CC1)[P](C=2C=CC=CC2)(C=3C=CC=CC3)[Pd]([P](C=4C=CC=CC4)(C=5C=CC=CC5)C=6C=CC=CC6)([P](C=7C=CC=CC7)(C=8C=CC=CC8)C=9C=CC=CC9)[P](C=1C=CC=CC1)(C=1C=CC=CC1)C=1C=CC=CC1 (tetrakis(triphenylphosphine)palladium). The solvent is COCCOC.CCO (DME EtOH). Reaction conditions: temperature 90 celsius, time 2 hour. The product is C1(CC1)NC(=O)C=1C=CC(=C(C1)C=1C=C2C=NN=C(C2=CC1)N1C2CN(C(C1)C2)C(=O)OC(C)(C)C)C (tert-butyl 5-(6-(5-(cyclopropylcarbamoyl)-2-methylphenyl) phthalazin-1-yl)-2,5-diaza-bicyclo[2.2.1]heptane-2-carboxylate). The yield is 91.0%. RXN SMILES: Br[C:2]1[CH:3]=[C:4]2[C:9](=[CH:10][CH:11]=1)[C:8]([N:12]1[CH2:17][CH:16]3[CH2:18][CH:13]1[CH2:14][N:15]3[C:19]([O:21][C:22]([CH3:25])([CH3:24])[CH3:23])=[O:20])=[N:7][N:6]=[CH:5]2.[CH:26]1([NH:29][C:30](=[O:47])[C:31]2[CH:36]=[CH:35][C:34]([CH3:37])=[C:33](B3OC(C)(C)C(C)(C)O3)[CH:32]=2)[CH2:28][CH2:27]1.C(=O)([O-])[O-].[K+].[K+]>COCCOC.CCO.C1C=CC([P]([Pd]([P](C2C=CC=CC=2)(C2C=CC=CC=2)C2C=CC=CC=2)([P](C2C=CC=CC=2)(C2C=CC=CC=2)C2C=CC=CC=2)[P](C2C=CC=CC=2)(C2C=CC=CC=2)C2C=CC=CC=2)(C2C=CC=CC=2)C2C=CC=CC=2)=CC=1>[CH:26]1([NH:29][C:30]([C:31]2[CH:36]=[CH:35][C:34]([CH3:37])=[C:33]([C:2]3[CH:3]=[C:4]4[C:9](=[CH:10][CH:11]=3)[C:8]([N:12]3[CH2:17][CH:16]5[CH2:18][CH:13]3[CH2:14][N:15]5[C:19]([O:21][C:22]([CH3:23])([CH3:24])[CH3:25])=[O:20])=[N:7][N:6]=[CH:5]4)[CH:32]=2)=[O:47])[CH2:27][CH2:28]1 |f:2.3.4,5.6,^1:66,68,87,106|. Reported procedure: A mixture of tert-butyl 5-(6-bromophthalazin-1-yl)-2,5-diaza-bicyclo[2.2.1]heptane-2-carboxylate (0.18 g, 0.44 mmol), N-cyclopropyl-4-methyl-3-(4,4,5,5-tetramethyl-1,3,2-dioxaborolan-2-yl)benzamide (0.14g, 0.44 mmol), tetrakis(triphenylphosphine)palladium (25 mg, 0.022 mmol) and 2 M potassium carbonate (0.66 mL, 1.32 mmol) in 5 mL DME/EtOH (4:1) was stirred at 90° C. for 2 h. The mixture was transferred directly to a column and purified via flash chromatography (silica gel) eluting with a gradie... Starting materials: N1(CCCC1)C[C@H]1NCCSC1 ((3R)-3-(1-pyrrolidinyl)methylthiomorpholine), O=C1CC(C2=CC(=C(C=C12)Cl)Cl)C(=O)Cl (3-oxo-5,6-dichloro-1-indanecarboxylic acid chloride). The solvent is C(C)N(CC)CC (triethylamine). Yields the product Cl.N1(CCCC1)C[C@H]1N(CCSC1)C(=O)[C@H]1CC(C2=CC(=C(C=C12)Cl)Cl)=O ((3R)-3-(1-Pyrrolidinylmethyl)-4-[(1S)-3-oxo-5,6-dichloro-1-indanecarbonyl]thiomorpholine hydrochloride). RXN SMILES: [N:1]1([CH2:6][C@@H:7]2[CH2:12][S:11][CH2:10][CH2:9][NH:8]2)[CH2:5][CH2:4][CH2:3][CH2:2]1.[O:13]=[C:14]1[C:22]2[C:17](=[CH:18][C:19]([Cl:24])=[C:20]([Cl:23])[CH:21]=2)[CH:16]([C:25](Cl)=[O:26])[CH2:15]1>C(N(CC)CC)C>[ClH:23].[N:1]1([CH2:6][C@@H:7]2[CH2:12][S:11][CH2:10][CH2:9][N:8]2[C:25]([C@@H:16]2[C:17]3[C:22](=[CH:21][C:20]([Cl:23])=[C:19]([Cl:24])[CH:18]=3)[C:14](=[O:13])[CH2:15]2)=[O:26])[CH2:2][CH2:3][CH2:4][CH2:5]1 |f:3.4|. Procedure details: A similar reaction to that of Example 1 was carried out by using 1.0 g of (3R)-3-(1-pyrrolidinyl)methylthiomorpholine, 2.0 ml of triethylamine and 3.0 g of 3-oxo-5,6-dichloro-1-indanecarboxylic acid chloride and the crude product was purified by column chromatography through silica gel using a 100:1 mixture of ethyl acetate and triethylamine as a mobile phase to give 0.82 g of the free basic form of the title compound from the less polar fractions. The product was treated with hydrogen chloride ... Yields the product C(=O)(OC(C)(C)C)N[C@@H](CC1=CC=CC=C1)[C@@H]1C[C@H](C(O1)=O)CC1=CC=C(C=C1)C#N (5(S)-[1(S)-(Boc-Amino)-2-phenylethyl]-3(R)-[(p-cyano-phenyl)methyl]dihydrofuran-2-(3H)-one). Run in C1CCOC1 (THF), C1CCOC1 (THF), C1CCOC1 (THF). Reactants: solution, C(=O)(OC(C)(C)C)N[C@@H](CC1=CC=CC=C1)[C@@H]1CCC(O1)=O (5(S)-[1(S)-(Boc-amino)-2-phenylethyl]dihydrofuran-2-(3H)-one), C[Si](C)(C)[N-][Si](C)(C)C.[Li+] (lithium bis(trimethylsilyl)amide), BrCC1=CC=C(C#N)C=C1 (4-bromomethylbenzonitrile), CCCCCC.C(C)(=O)OCC (hexane ethyl acetate). Reported procedure: In analogy with Example 1b), 1.5 g of 5(S)-[1(S)-(Boc-amino)-2-phenylethyl]dihydrofuran-2-(3H)-one, dissolved in 32 ml of THF, are deprotonated with 9.8 ml of a 1M solution of lithium bis(trimethylsilyl)amide in THF, and alkylated with 1.0 g of 4-bromomethylbenzonitrile (Fluka; Buchs/Switzerland) dissolved in 3 ml of THF. Column chromatography (SiO2, hexane/ethyl acetate 1:1) affords the pure title compound: TLC Rf (D)=0.33. RXN SMILES: C[Si]([N-][Si](C)(C)C)(C)C.[Li+].Br[CH2:12][C:13]1[CH:20]=[CH:19][C:16]([C:17]#[N:18])=[CH:15][CH:14]=1.CCCCCC.C(OCC)(=O)C.[C:33]([NH:40][C@H:41]([C@H:49]1[O:53][C:52](=[O:54])[CH2:51][CH2:50]1)[CH2:42][C:43]1[CH:48]=[CH:47][CH:46]=[CH:45][CH:44]=1)([O:35][C:36]([CH3:39])([CH3:38])[CH3:37])=[O:34]>C1COCC1>[C:33]([NH:40][C@H:41]([C@H:49]1[O:53][C:52](=[O:54])[C@H:51]([CH2:12][C:13]2[CH:20]=[CH:19][C:16]([C:17]#[N:18])=[CH:15][CH:14]=2)[CH2:50]1)[CH2:42][C:43]1[CH:48]=[CH:47][CH:46]=[CH:45][CH:44]=1)([O:35][C:36]([CH3:38])([CH3:39])[CH3:37])=[O:34] |f:0.1,3.4|. Reactants: ClC=1C(=NN(C1OC(F)F)C)C1=CC(=C(C=C1)Cl)C (4-chloro-5-difluoromethoxy-3-(4-chloro-3-methylphenyl)-1-methyl-1H-pyrazole), BrN1C(CCC1=O)=O (N-bromosuccinimide). The solvent is C(Cl)(Cl)(Cl)Cl (carbon tetrachloride). Yields the product BrCC=1C=C(C=CC1Cl)C1=NN(C(=C1Cl)OC(F)F)C (3-(3-Bromomethyl-4-chlorophenyl)-4-chloro-5-difluoromethoxy-1-methyl-1H-pyrazole). As a reaction SMILES: [Cl:1][C:2]1[C:3]([C:12]2[CH:17]=[CH:16][C:15]([Cl:18])=[C:14]([CH3:19])[CH:13]=2)=[N:4][N:5]([CH3:11])[C:6]=1[O:7][CH:8]([F:10])[F:9].[Br:20]N1C(=O)CCC1=O>C(Cl)(Cl)(Cl)Cl>[Br:20][CH2:19][C:14]1[CH:13]=[C:12]([C:3]2[C:2]([Cl:1])=[C:6]([O:7][CH:8]([F:9])[F:10])[N:5]([CH3:11])[N:4]=2)[CH:17]=[CH:16][C:15]=1[Cl:18]. Procedure details: A mixture of 20.0 g (65 mmol) of 4-chloro-5-difluoromethoxy-3-(4-chloro-3-methylphenyl)-1-methyl-1H-pyrazole (prepared as described in Example 2), 17.4 g (98 mmol) of N-bromosuccinimide and 200 ml of carbon tetrachloride was refluxed for 3 h under irradiation with a UV lamp. The solid constituents were then filtered off and were washed with a little methylene chloride. The solvent was removed under reduced pressure, and then the residue was purified by chromatography on silica gel (eluent: methy...